From a dataset of the Open Reaction Database (ORD), a public repository of structured organic reaction records. describe an organic reaction: reactants, conditions, products, and yield The reactants are C(C1=CC=CC=C1)[C@H](C(=O)O)CC[C@@H](C(=O)N[C@@H]1C(N(CCCC1)C1=C(C=CC=C1)OC)=O)CC1=CC=CC=C1 ((2R,5R)-2,5-Dibenzyl-6-((S)-1-(2-methoxyphenyl)-2-oxoazepan-3-ylamino)-6-oxohexanoic acid), N[C@@H]1C(N2[C@@H](SCC1)CCC[C@H]2C)=O ((4S,7R,10aS)-4-Amino-7-methylhexahydro-2H-pyrido[2,1-b][1,3]thiazepin-5(7H)-one). Product: C(C1=CC=CC=C1)[C@H](C(=O)N[C@@H]1C(N(CCCC1)C1=C(C=CC=C1)OC)=O)CC[C@@H](C(=O)N[C@@H]1C(N2[C@@H](SCC1)CCC[C@H]2C)=O)CC2=CC=CC=C2 ((2R,5R)-2,5-Dibenzyl-N1-((S)-1-(2-methoxyphenyl)-2-oxoazepan-3-yl)-N6-((4S,7R,10aS)-7-methyl-5-oxooctahydro-2H-pyrido[2,1-b][1,3]thiazepin-4-yl)hexanediamide), solid. The yield is 77.0%. Reaction SMILES: [CH2:1]([C@@H:8]([CH2:12][CH2:13][C@H:14]([CH2:34][C:35]1[CH:40]=[CH:39][CH:38]=[CH:37][CH:36]=1)[C:15]([NH:17][C@H:18]1[CH2:24][CH2:23][CH2:22][CH2:21][N:20]([C:25]2[CH:30]=[CH:29][CH:28]=[CH:27][C:26]=2[O:31][CH3:32])[C:19]1=[O:33])=[O:16])[C:9](O)=[O:10])[C:2]1[CH:7]=[CH:6][CH:5]=[CH:4][CH:3]=1.[NH2:41][C@H:42]1[CH2:48][CH2:47][S:46][C@H:45]2[CH2:49][CH2:50][CH2:51][C@@H:52]([CH3:53])[N:44]2[C:43]1=[O:54]>>[CH2:34]([C@@H:14]([CH2:13][CH2:12][C@H:8]([CH2:1][C:2]1[CH:3]=[CH:4][CH:5]=[CH:6][CH:7]=1)[C:9]([NH:41][C@H:42]1[CH2:48][CH2:47][S:46][C@H:45]2[CH2:49][CH2:50][CH2:51][C@@H:52]([CH3:53])[N:44]2[C:43]1=[O:54])=[O:10])[C:15]([NH:17][C@H:18]1[CH2:24][CH2:23][CH2:22][CH2:21][N:20]([C:25]2[CH:30]=[CH:29][CH:28]=[CH:27][C:26]=2[O:31][CH3:32])[C:19]1=[O:33])=[O:16])[C:35]1[CH:40]=[CH:39][CH:38]=[CH:37][CH:36]=1. Procedure details: (2R,5R)-2,5-Dibenzyl-N1-((S)-1-(2-methoxyphenyl)-2-oxoazepan-3-yl)-N6-((4S,7R,10aS)-7-methyl-5-oxooctahydro-2H-pyrido[2,1-b][1,3]thiazepin-4-yl)hexanediamide was synthesized as described in General Procedure H using Intermediate 70 (13 mg, 0.024 mmol) and Intermediate 72 (5.7 mg, 0.026 mmol) to give a white solid (14 mg, 77% yield). Anal. Calcd. for C43H54N4O5S m/z 738.7. found: 739.6 (M+H)+; 1H NMR (400 MHz, CDCl3) δ ppm 7.35-6.88 (m, 14H), 5.28 (d, J=4.5 Hz, 1H), 4.97-4.89 (m, 1H), 4.85-4.73 (...